This data is from the Open Reaction Database (ORD), a public repository of structured organic reaction records. The task is: describe an organic reaction: reactants, conditions, products, and yield As a reaction SMILES: Cl[C:2]1[C:3]([NH2:9])=[N:4][CH:5]=[N:6][C:7]=1Cl.[NH2:10][C:11]1[CH:12]=[C:13]([OH:17])[CH:14]=[CH:15][CH:16]=1.[Cl:18][C:19]1[CH:20]=[C:21]([CH:37]=[CH:38][CH:39]=1)[CH2:22][N:23]1[CH:27]=[C:26](B2OC(C)(C)C(C)(C)O2)[CH:25]=[N:24]1.[C:40](Cl)(=[O:43])[CH:41]=[CH2:42]>>[NH2:9][C:3]1[N:4]=[CH:5][N:6]=[C:7]([O:17][C:13]2[CH:12]=[C:11]([NH:10][C:40](=[O:43])[CH:41]=[CH2:42])[CH:16]=[CH:15][CH:14]=2)[C:2]=1[C:26]1[CH:25]=[N:24][N:23]([CH2:22][C:21]2[CH:37]=[CH:38][CH:39]=[C:19]([Cl:18])[CH:20]=2)[CH:27]=1. The reactants are ClC=1C(=NC=NC1Cl)N (5,6-dichloropyrimidin-4-amine), NC=1C=C(C=CC1)O (3-aminophenol), ClC=1C=C(CN2N=CC(=C2)B2OC(C(O2)(C)C)(C)C)C=CC1 (1-(3-chlorobenzyl)-4-(4,4,5,5-tetramethyl-1,3,2-dioxaborolan-2-yl)-1H-pyrazole), C(C=C)(=O)Cl (acryloyl chloride). Reported procedure: N-(3-((6-amino-5-(1-(3-chlorobenzyl)-1H-pyrazol-4-yl)pyrimidin-4-yl)oxy)phenyl)acrylamide was prepared from 5,6-dichloropyrimidin-4-amine, 3-aminophenol, 1-(3-chlorobenzyl)-4-(4,4,5,5-tetramethyl-1,3,2-dioxaborolan-2-yl)-1H-pyrazole, and acryloyl chloride using methods A, C, and F. HPLC: 99%. MS: m/z=447 [M+H]+. 1H-NMR (DMSO-d6) δ 10.21 (s, 1H), 8.18 (s, 1H), 8.03 (s, 1H), 7.75 (s, 1H), 7.52 (s, 1H), 7.42-7.26 (m, 6H), 6.96-6.65 (m, 2.6H), 6.42 (dd, 1H), 6.25 (d, 1H), 5.76 (d, 1H), 5.39 (s, 2H). The product is NC1=C(C(=NC=N1)OC=1C=C(C=CC1)NC(C=C)=O)C=1C=NN(C1)CC1=CC(=CC=C1)Cl (N-(3-((6-amino-5-(1-(3-chlorobenzyl)-1H-pyrazol-4-yl)pyrimidin-4-yl)oxy)phenyl)acrylamide). Reactants: FC=1C=CC(=C(C1)NC1=CC=NC=C1)[N+](=O)[O-] ((5-fluoro-2-nitro-phenyl)-pyridin-4-yl-amine), CO (MeOH), [NH4+].[Cl-] (NH4Cl). The reagents and catalysts are [Fe] (iron). The solvent is O (water). Run at temperature 80 celsius. The product is FC=1C=C(C(=CC1)N)NC1=CC=NC=C1 (4-Fluoro-N2-pyridin-4-yl-benzene-1,2-diamine). The yield is 65.7%. Reaction SMILES: [F:1][C:2]1[CH:3]=[CH:4][C:5]([N+:15]([O-])=O)=[C:6]([NH:8][C:9]2[CH:14]=[CH:13][N:12]=[CH:11][CH:10]=2)[CH:7]=1.CO.[NH4+].[Cl-]>[Fe].O>[F:1][C:2]1[CH:7]=[C:6]([NH:8][C:9]2[CH:10]=[CH:11][N:12]=[CH:13][CH:14]=2)[C:5]([NH2:15])=[CH:4][CH:3]=1 |f:2.3|. Procedure: To a mixture of (5-fluoro-2-nitro-phenyl)-pyridin-4-yl-amine (375 mg, 1.61 mmol) in a 3:1 mixture of MeOH:water (40 mL) were added NH4Cl (516 mg, 9.65 mmol) and iron powder (359 mg, 6.43 mmol) and the reaction mixture heated at 80° C. for 2 h. After cooling to RT, the solid was filtered through a pad of Celite® and washed with additional MeOH. The filtrate was concentrated in vacuo and the resulting residue partitioned between DCM and a saturated aqueous solution of NaHCO3. The organic fraction ...